Dataset: the Open Reaction Database (ORD), a public repository of structured organic reaction records. Task: describe an organic reaction: reactants, conditions, products, and yield Yields the product BrC=1C=C2C=NC(N(C2=CC1)CCN1CCOCC1)=O (6-bromo-1-(2-morpholinoethyl)quinazolin-2(1H)-one). As a reaction SMILES: [Br:1][C:2]1[CH:3]=[CH:4][C:5]([NH:10][CH2:11][CH2:12][N:13]2[CH2:18][CH2:17][O:16][CH2:15][CH2:14]2)=[C:6]([CH:9]=1)[C:7]#[N:8].C1C[O:22][CH2:21]C1.[H-].C([Al+]CC(C)C)C(C)C.ClC(OC)=O.CC(C)([O-])C.[K+]>>[Br:1][C:2]1[CH:9]=[C:6]2[C:5](=[CH:4][CH:3]=1)[N:10]([CH2:11][CH2:12][N:13]1[CH2:14][CH2:15][O:16][CH2:17][CH2:18]1)[C:21](=[O:22])[N:8]=[CH:7]2 |f:2.3,5.6|. Procedure: To a stirred solution of 5-bromo-2-(2-morpholinoethylamino)benzonitrile (0.5521 g, 1.8 mmol) in THF (0.13 g, 1.8 mmol) was added bis(iso-butyl)aluminum hydride (2.4 ml, 3.6 mmol) at 0° C. and the resulting bright yellow-orange solution was stirred at 0° C. for 1 h. Methyl chloroformate (0.17 ml, 2.1 mmol) was added to the reaction at 0° C. The mixture was stirred at RT for 2 h, then treated with potassium tert-butoxide 1M THF (3.6 ml, 3.6 mmol) and heated to 60° C. for 5 h. After cooling, the re... Run at temperature 0 celsius, time 1 hour. Starting materials: BrC=1C=CC(=C(C#N)C1)NCCN1CCOCC1 (5-bromo-2-(2-morpholinoethylamino)benzonitrile), C1CCOC1 (THF), [H-].C(C(C)C)[Al+]CC(C)C (bis(iso-butyl)aluminum hydride), ClC(=O)OC (Methyl chloroformate), CC(C)([O-])C.[K+] (potassium tert-butoxide). The reactants are C(CCCCCCC)O (1-octanol), CC(C)([O-])C.[K+] (potassium tert-butoxide), FC1=C(C=C(C(=O)O)C=C1)C(F)(F)F (4-fluoro-3-trifluoromethyl benzoic acid). Solvent: C1CCOC1 (THF). Conditions: temperature 65 celsius, time 45 minute. The product is C(CCCCCCC)OC1=C(C=C(C(=O)O)C=C1)C(F)(F)F (4-(Octyloxy)-3-(trifluoromethyl)benzoic acid). Isolated yield 110.5%. Reaction SMILES: [CH2:1]([OH:9])[CH2:2][CH2:3][CH2:4][CH2:5][CH2:6][CH2:7][CH3:8].CC(C)([O-])C.[K+].F[C:17]1[CH:25]=[CH:24][C:20]([C:21]([OH:23])=[O:22])=[CH:19][C:18]=1[C:26]([F:29])([F:28])[F:27]>C1COCC1>[CH2:1]([O:9][C:17]1[CH:25]=[CH:24][C:20]([C:21]([OH:23])=[O:22])=[CH:19][C:18]=1[C:26]([F:27])([F:29])[F:28])[CH2:2][CH2:3][CH2:4][CH2:5][CH2:6][CH2:7][CH3:8] |f:1.2|. Reported procedure: A 12 L round bottom flask was inerted and charged with 1-octanol (103 g, 0.793 mol, 1 equiv), THF (2 L), 1 M potassium tert-butoxide (2 L, 2.5 equiv) and heated to 65° C. and held for 45 minutes. The reaction was charged over 1 hour with 4-fluoro-3-trifluoromethyl benzoic acid (165 g, 0.793 mol) while maintaining the temperature at 64 to 67° C. After 2 hours, the reaction mixture was sampled. The sample was concentrated, quenched into 1 N HCl, extracted with ethyl acetate, removed the ethyl acet... RXN SMILES: Cl[C:2]1[C:11]2[C:6](=[CH:7][C:8]([O:14][CH3:15])=[C:9]([O:12][CH3:13])[CH:10]=2)[N:5]=[CH:4][C:3]=1[C:16]#[N:17].Cl[C:19]1[CH:20]=[C:21]([CH:24]=[CH:25][C:26]=1[NH2:27])[O:22][CH3:23].[ClH:28].N1C=CC=CC=1.C(OC(O)C)C.C(=O)([O-])[O-].[Na+].[Na+].Cl>O>[Cl:28][C:20]1[CH:19]=[C:26]([NH:27][C:2]2[C:11]3[C:6](=[CH:7][C:8]([O:14][CH3:15])=[C:9]([O:12][CH3:13])[CH:10]=3)[N:5]=[CH:4][C:3]=2[C:16]#[N:17])[CH:25]=[CH:24][C:21]=1[O:22][CH3:23] |f:2.3,5.6.7|. The product is ClC=1C=C(C=CC1OC)NC1=C(C=NC2=CC(=C(C=C12)OC)OC)C#N (4-(3-chloro-4-methoxy-phenylamino)-6,7-dimethoxy-quinoline-3-carbonitrile). Run in O (water). The yield is 506.2%. Procedure details: A mixture of 0.249 g of 4-chloro-6,7-dimethoxy-3-quinolinecarbonitrile, 0.158 g of 3-chloro-p-anisidine, 20 mg of pyridine hydrochloride, and 10 ml of ethoxyethanol was stirred under nitrogen, at reflux temperature for 30 minutes. The mixture was cooled and added to 40 ml of water. To this mixture was added sodium carbonate and concentrated hydrogen chloride to adjust pH to 7. The product was collected, washed with water, and dried to give 0.324 g of 4-(3-chloro-4-methoxy-phenylamino)-6,7-dimeth... The reactants are ClC1=C(C=NC2=CC(=C(C=C12)OC)OC)C#N (4-chloro-6,7-dimethoxy-3-quinolinecarbonitrile), ClC=1C=C(OC)C=CC1N (3-chloro-p-anisidine), Cl.N1=CC=CC=C1 (pyridine hydrochloride), C(C)OC(C)O (ethoxyethanol), C([O-])([O-])=O.[Na+].[Na+] (sodium carbonate), Cl (hydrogen chloride). The reactants are C(CCC)[Li] (butyllithium), C(C)(C)OB(OC(C)C)OC(C)C (triisopropylborate), C(CCCCCCC)OC1=NC=C(C=C1)Br (2-octyloxy-5-bromopyridine). Solvent: CCCCCC (hexane), C(C)OCC (diethyl ether), C(C)OCC (diethyl ether). Conditions: temperature -75 celsius, time 15 minute. The product is C(CCCCCCC)OC1=CC=C(C=N1)B(O)O (6-octyloxypyridine-3-boronic acid). As a reaction SMILES: [CH2:1]([O:9][C:10]1[CH:15]=[CH:14][C:13](Br)=[CH:12][N:11]=1)[CH2:2][CH2:3][CH2:4][CH2:5][CH2:6][CH2:7][CH3:8].C([Li])CCC.C([O:25][B:26](OC(C)C)[O:27]C(C)C)(C)C>C(OCC)C.CCCCCC>[CH2:1]([O:9][C:10]1[N:11]=[CH:12][C:13]([B:26]([OH:27])[OH:25])=[CH:14][CH:15]=1)[CH2:2][CH2:3][CH2:4][CH2:5][CH2:6][CH2:7][CH3:8]. Reported procedure: 2.75 g (10 mmol) of 2-octyloxy-5-bromopyridine are dissolved in 60 ml of absolute diethyl ether, and the solution is cooled to -75° C. under inert gas. 16 mmol of 1.6M butyllithium solution in hexane are added, and the mixture is additionally stirred at -75° C. for 15 minutes. 4.5 g of triisopropylborate in 50 ml of absolute diethyl ether are then added dropwise. The cooling device is then removed. After the batch has warmed to room temperature, 50 ml of 10% HCl are added, and the mixture is add... Starting materials: CN(c1ccccc1-c1ccc2cnc(OS(=O)(=O)C(F)(F)F)nn12)S(C)(=O)=O, CS(=O)(=O)N1CCCc2ccc(N)cc21. The product is CN(c1ccccc1-c1ccc2cnc(Nc3ccc4c(c3)N(S(C)(=O)=O)CCC4)nn12)S(C)(=O)=O. As a reaction SMILES: [CH3:1][S:2](=[O:3])(=[O:4])[N:5]([c:6]1[c:7](-[c:12]2[cH:13][cH:14][c:15]3[cH:16][n:17][c:18]([O:21][S:22]([C:23]([F:24])([F:25])[F:26])(=[O:27])=[O:28])[n:19][n:20]23)[cH:8][cH:9][cH:10][cH:11]1)[CH3:29].[CH3:30][S:31](=[O:32])(=[O:33])[N:34]1[CH2:35][CH2:36][CH2:37][c:38]2[cH:39][cH:40][c:41]([NH2:44])[cH:42][c:43]21>>[CH3:1][S:2](=[O:3])(=[O:4])[N:5]([c:6]1[c:7](-[c:12]2[cH:13][cH:14][c:15]3[cH:16][n:17][c:18]([NH:44][c:41]4[cH:40][cH:39][c:38]5[c:43]([cH:42]4)[N:34]([S:31]([CH3:30])(=[O:32])=[O:33])[CH2:35][CH2:36][CH2:37]5)[n:19][n:20]23)[cH:8][cH:9][cH:10][cH:11]1)[CH3:29]. Reactants: ClC=1C=C2CCC(C2=CC1)=O (5-chloro-indan-1-one), [BH4-].[Na+] (sodium borohydride). Run in C(C)OCC (diethyl ether), CO (methanol). Run at temperature 10 celsius, time 2 hour. Product: ClC=1C=C2CCC(C2=CC1)O (5-Chloro-indan-1-ol). Reaction SMILES: [Cl:1][C:2]1[CH:3]=[C:4]2[C:8](=[CH:9][CH:10]=1)[C:7](=[O:11])[CH2:6][CH2:5]2.[BH4-].[Na+]>CO.C(OCC)C>[Cl:1][C:2]1[CH:3]=[C:4]2[C:8](=[CH:9][CH:10]=1)[CH:7]([OH:11])[CH2:6][CH2:5]2 |f:1.2|. Reported procedure: To a precooled (5–10° C.) solution of 5-chloro-indan-1-one (2.0 g, 12 mmoles) in 33 mL of anhydrous methanol was added sodium borohydride (0.43 g, 11 mmoles). The reaction mixture was stirred at 10° C. for 2 hrs and then at room temperature for 18 hrs. The reaction mixture was evaporated to afford a yellow residue. The residue was dissolved in 200 mL of diethyl ether and then washed with water (2×100 mL), with 0.10 N hydrochloric acid (2×100 mL), and then with brine (100 mL). The organic layer w... The reactants are (R)-6-(2-ethylamino-4,5-dimethoxyphenyl)-5,6,7,8-tetrahydronaphthalen-2-yl ester, CN(C(COC1=CC=C(C=O)C=C1)(C)C)C (4-(2-dimethylamino-2-methylpropoxy)benzaldehyde), CN(C(COC1=CC=C(CCCNC2=C(C=C(C(=C2)OC)OC)[C@H]2CC=3C=CC(=CC3CC2)OC(C(C)(C)C)=O)C=C1)(C)C)C (pivalic acid (R)-6-{2-{[4-(2-dimethylamino-2-methylpropoxy)benzyl]ethylamino}-4,5-dimethoxyphenyl}-5,6,7,8-tetrahydronaphthalen-2-yl ester). The product is CN(C(COC1=CC=C(CCCNC2=C(C=C(C(=C2)OC)OC)[C@H]2CC=3C=CC(=CC3CC2)O)C=C1)(C)C)C ((R)-6-{2-{[4-(2-Dimethylamino-2-methylpropoxy)benzyl]ethylamino}-4,5-dimethoxyphenyl}-5,6,7,8-tetrahydronaphthalen-2-ol). Reaction SMILES: CN(C)C(C)(C)COC1C=CC(C=O)=CC=1.[CH3:17][N:18]([CH3:61])[C:19]([CH3:60])([CH3:59])[CH2:20][O:21][C:22]1[CH:58]=[CH:57][C:25]([CH2:26][CH2:27][CH2:28][NH:29][C:30]2[CH:35]=[C:34]([O:36][CH3:37])[C:33]([O:38][CH3:39])=[CH:32][C:31]=2[C@@H:40]2[CH2:49][CH2:48][C:47]3[CH:46]=[C:45]([O:50]C(=O)C(C)(C)C)[CH:44]=[CH:43][C:42]=3[CH2:41]2)=[CH:24][CH:23]=1>>[CH3:61][N:18]([CH3:17])[C:19]([CH3:59])([CH3:60])[CH2:20][O:21][C:22]1[CH:23]=[CH:24][C:25]([CH2:26][CH2:27][CH2:28][NH:29][C:30]2[CH:35]=[C:34]([O:36][CH3:37])[C:33]([O:38][CH3:39])=[CH:32][C:31]=2[C@@H:40]2[CH2:49][CH2:48][C:47]3[CH:46]=[C:45]([OH:50])[CH:44]=[CH:43][C:42]=3[CH2:41]2)=[CH:57][CH:58]=1. Procedure: From (R)-6-(2-ethylamino-4,5-dimethoxyphenyl)-5,6,7,8-tetrahydronaphthalen-2-yl ester (20 mg) and 4-(2-dimethylamino-2-methylpropoxy)benzaldehyde (50 mg), synthesis was carried out according to an analogous synthetic method to Example 212. Synthesized from the total amount of the resulting pivalic acid (R)-6-{2-{[4-(2-dimethylamino-2-methylpropoxy)benzyl]ethylamino}-4,5-dimethoxyphenyl}-5,6,7,8-tetrahydronaphthalen-2-yl ester crude product according to an analogous synthetic method to Example 33...